This data is from the Open Reaction Database (ORD), a public repository of structured organic reaction records. The task is: describe an organic reaction: reactants, conditions, products, and yield RXN SMILES: [CH3:1][N:2]1[C:10]2[C:5](=[CH:6][C:7](B3OC(C)(C)C(C)(C)O3)=[CH:8][CH:9]=2)[CH2:4][C:3]1=[O:20].Br[C:22]1[CH:23]=[N:24][CH:25]=[CH:26][C:27]=1[CH:28]=[CH2:29].COCCOC.C(=O)([O-])[O-].[Na+].[Na+]>ClCCl.C1C=CC([P]([Pd]([P](C2C=CC=CC=2)(C2C=CC=CC=2)C2C=CC=CC=2)([P](C2C=CC=CC=2)(C2C=CC=CC=2)C2C=CC=CC=2)[P](C2C=CC=CC=2)(C2C=CC=CC=2)C2C=CC=CC=2)(C2C=CC=CC=2)C2C=CC=CC=2)=CC=1>[CH3:1][N:2]1[C:10]2[C:5](=[CH:6][C:7]([C:22]3[CH:23]=[N:24][CH:25]=[CH:26][C:27]=3[CH:28]=[CH2:29])=[CH:8][CH:9]=2)[CH2:4][C:3]1=[O:20] |f:3.4.5,^1:48,50,69,88|. Reagents/catalysts: C=1C=CC(=CC1)[P](C=2C=CC=CC2)(C=3C=CC=CC3)[Pd]([P](C=4C=CC=CC4)(C=5C=CC=CC5)C=6C=CC=CC6)([P](C=7C=CC=CC7)(C=8C=CC=CC8)C=9C=CC=CC9)[P](C=1C=CC=CC1)(C=1C=CC=CC1)C=1C=CC=CC1 (tetrakis(triphenylphosphine)palladium(0)). The product is CN1C(CC2=CC(=CC=C12)C=1C=NC=CC1C=C)=O (1-methyl-5-(4-vinyl-pyridin-3-yl)-1,3-dihydro-indol-2-one). Procedure: To 1-methyl-5-(4,4,5,5-tetramethyl-[1,3,2]dioxaborolan-2-yl)-1,3-dihydro-indol-2-one (135 mg, 0.49 mmol), prepared as described in Example 3a, was added 3-bromo-4-vinyl-pyridine (100 mg, 0.54 mmol), 1,2-dimethoxyethane (3.0 mL), and 2 M aqueous sodium carbonate (0.560 mL, 1.1 mmol). The reaction mixture was degassed and placed under an argon atmosphere, at which time resin bound tetrakis(triphenylphosphine)palladium(0), specifically polystyrene triphenylphosphine palladium (0) [PS—PPh3-Pd(0) (Bi... Reactants: BrC=1C=NC=CC1C=C (3-bromo-4-vinyl-pyridine), COCCOC (1,2-dimethoxyethane), C([O-])([O-])=O.[Na+].[Na+] (sodium carbonate), CN1C(CC2=CC(=CC=C12)B1OC(C(O1)(C)C)(C)C)=O (1-methyl-5-(4,4,5,5-tetramethyl-[1,3,2]dioxaborolan-2-yl)-1,3-dihydro-indol-2-one), polystyrene triphenylphosphine palladium (0), PPh3 Pd(0). The solvent is ClCCl (dichloromethane). Reaction conditions: temperature 115 celsius.